From a dataset of the Open Reaction Database (ORD), a public repository of structured organic reaction records. describe an organic reaction: reactants, conditions, products, and yield The reactants are CC(CCCCO)CCCC(CCCC(CCCC(C)C)C)C (5,9,13,17-tetramethyl-1-octadecanol), N1=CC=CC=C1 (pyridine), C1(=CC=C(C=C1)S(=O)(=O)Cl)C (p-toluenesulfonyl chloride). Solvent: C(Cl)Cl (methylene chloride), C(Cl)Cl (methylene chloride). Conditions: time 8 hour. Product: CC(CCCCOS(=O)(=O)C1=CC=C(C)C=C1)CCCC(CCCC(CCCC(C)C)C)C ((5,9,13,17-tetramethyloctadecyl)tosylate). Yield: 97.1%. Reaction SMILES: [CH3:1][CH:2]([CH2:8][CH2:9][CH2:10][CH:11]([CH3:23])[CH2:12][CH2:13][CH2:14][CH:15]([CH3:22])[CH2:16][CH2:17][CH2:18][CH:19]([CH3:21])[CH3:20])[CH2:3][CH2:4][CH2:5][CH2:6][OH:7].N1C=CC=CC=1.[C:30]1([CH3:40])[CH:35]=[CH:34][C:33]([S:36](Cl)(=[O:38])=[O:37])=[CH:32][CH:31]=1>C(Cl)Cl>[CH3:1][CH:2]([CH2:8][CH2:9][CH2:10][CH:11]([CH3:23])[CH2:12][CH2:13][CH2:14][CH:15]([CH3:22])[CH2:16][CH2:17][CH2:18][CH:19]([CH3:21])[CH3:20])[CH2:3][CH2:4][CH2:5][CH2:6][O:7][S:36]([C:33]1[CH:34]=[CH:35][C:30]([CH3:40])=[CH:31][CH:32]=1)(=[O:38])=[O:37]. Procedure: Under a nitrogen atmosphere, a solution of 30 g (0.09 mol) of 5,9,13,17-tetramethyl-1-octadecanol and 8.72 g (0.11 mol) of pyridine in 200 ml of dry methylene chloride was added dropwise to a solution of 19.3 g (0.10 mol) of p-toluenesulfonyl chloride in 100 ml of dry methylene chloride under ice cooling. After the dropwise addition, the mixture was agitated at room temperature overnight, the resulting reaction solution was successively washed with 200 ml of water, 200 ml of 2N hydrochloric acid... The reactants are [Si](C)(C)(C(C)(C)C)OCC1=CC2=C(C=N1)N=CN2C2=CC(=C(S2)C(=O)N)O[C@H](C)C2=C(C=CC=C2)Cl (5-[6-({[tert-butyl(dimethyl)silyl]oxy}methyl)-1H-imidazo[4,5-c]pyridin-1-yl]-3-[(1R)-1-(2-chlorophenyl)ethoxy]thiophene-2-carboxamide), [F-].C(CCC)[N+](CCCC)(CCCC)CCCC (tetra-n-butylammonium fluoride). Run in C1CCOC1 (THF). Conditions: temperature 0 celsius, time 90 minute. Product: ClC1=C(C=CC=C1)[C@@H](C)OC1=C(SC(=C1)N1C=NC=2C=NC(=CC21)CO)C(=O)N (3-[(1R)-1-(2-chlorophenyl)ethoxy]-5-[6-(hydroxymethyl)-1H-imidazo[4,5-c]pyridin-1-yl]thiophene-2-carboxamide). Reaction SMILES: [Si]([O:8][CH2:9][C:10]1[N:15]=[CH:14][C:13]2[N:16]=[CH:17][N:18]([C:19]3[S:23][C:22]([C:24]([NH2:26])=[O:25])=[C:21]([O:27][C@@H:28]([C:30]4[CH:35]=[CH:34][CH:33]=[CH:32][C:31]=4[Cl:36])[CH3:29])[CH:20]=3)[C:12]=2[CH:11]=1)(C(C)(C)C)(C)C.[F-].C([N+](CCCC)(CCCC)CCCC)CCC>C1COCC1>[Cl:36][C:31]1[CH:32]=[CH:33][CH:34]=[CH:35][C:30]=1[C@H:28]([O:27][C:21]1[CH:20]=[C:19]([N:18]2[C:12]3[CH:11]=[C:10]([CH2:9][OH:8])[N:15]=[CH:14][C:13]=3[N:16]=[CH:17]2)[S:23][C:22]=1[C:24]([NH2:26])=[O:25])[CH3:29] |f:1.2|. Reported procedure: A mixture of 1.57 g of 5-[6-({[tert-butyl(dimethyl)silyl]oxy}methyl)-1H-imidazo[4,5-c]pyridin-1-yl]-3-[(1R)-1-(2-chlorophenyl)ethoxy]thiophene-2-carboxamide in 30 ml THF is cooled to 0° C. At 0° C., 1.05 ml tetra-n-butylammonium fluoride (˜75% in H20) are added. The reaction mixture is allowed to warm to room temperature and stirred for 90 minutes.